From a dataset of the Open Reaction Database (ORD), a public repository of structured organic reaction records. describe an organic reaction: reactants, conditions, products, and yield Reactants: ClC1=NC=CC(=N1)C1=NN(C2=CC=C(C=C12)C(=O)N(C)C)C1OCCCC1 (3-(2-chloropyrimidin-4-yl)-N,N-dimethyl-1-(tetrahydro-2H-pyran-2-yl)-1H-indazole-5-carboxamide), N1CCC(CC1)NC(OC(C)(C)C)=O (tert-butyl piperidin-4-ylcarbamate). Solvent: CS(=O)C (DMSO). Conditions: temperature 100 celsius, time 12 hour. Yields the product CN(C(=O)C=1C=C2C(=NN(C2=CC1)C1OCCCC1)C1=NC(=NC=C1)N1CCC(CC1)NC(OC(C)(C)C)=O)C (tert-butyl (1-(4-(5-(dimethylcarbamoyl)-1-(tetrahydro-2H-pyran-2-yl)-1H-indazol-3-yl)pyrimidin-2-yl)piperidin-4-yl)carbamate). Isolated yield 56.4%. RXN SMILES: Cl[C:2]1[N:7]=[C:6]([C:8]2[C:16]3[C:11](=[CH:12][CH:13]=[C:14]([C:17]([N:19]([CH3:21])[CH3:20])=[O:18])[CH:15]=3)[N:10]([CH:22]3[CH2:27][CH2:26][CH2:25][CH2:24][O:23]3)[N:9]=2)[CH:5]=[CH:4][N:3]=1.[NH:28]1[CH2:33][CH2:32][CH:31]([NH:34][C:35](=[O:41])[O:36][C:37]([CH3:40])([CH3:39])[CH3:38])[CH2:30][CH2:29]1>CS(C)=O>[CH3:20][N:19]([CH3:21])[C:17]([C:14]1[CH:15]=[C:16]2[C:11](=[CH:12][CH:13]=1)[N:10]([CH:22]1[CH2:27][CH2:26][CH2:25][CH2:24][O:23]1)[N:9]=[C:8]2[C:6]1[CH:5]=[CH:4][N:3]=[C:2]([N:28]2[CH2:29][CH2:30][CH:31]([NH:34][C:35](=[O:41])[O:36][C:37]([CH3:39])([CH3:38])[CH3:40])[CH2:32][CH2:33]2)[N:7]=1)=[O:18]. Procedure details: To a solution of 3-(2-chloropyrimidin-4-yl)-N,N-dimethyl-1-(tetrahydro-2H-pyran-2-yl)-1H-indazole-5-carboxamide (0.5 g, 1.29 mmol) in DMSO (5 mL) was added tert-butyl piperidin-4-ylcarbamate (0.311 g, 1.54 mmol) and the reaction was stirred for 12 h at 100° C. The reaction was quenched with ice cold water (5 mL) to give the off white precipitate. The suspension was filtered, washed with ice cold water and dried to give tert-butyl (1-(4-(5-(dimethylcarbamoyl)-1-(tetrahydro-2H-pyran-2-yl)-1H-indaz... Reactants: C(#N)[BH3-].[Na+] (sodium cyanoborohydride), OC=1C=C2C=CNC2=CC1 (5-hydroxyindole), [OH-].[Na+] (sodium hydroxide). Solvent: C(C)(=O)O (acetic acid). Run at time 60 minute. Yields the product N1CCC2=CC(=CC=C12)O (2,3-dihydro-1H-indol-5-ol). RXN SMILES: C([BH3-])#N.[Na+].[OH:5][C:6]1[CH:7]=[C:8]2[C:12](=[CH:13][CH:14]=1)[NH:11][CH:10]=[CH:9]2.[OH-].[Na+]>C(O)(=O)C>[NH:11]1[C:12]2[C:8](=[CH:7][C:6]([OH:5])=[CH:14][CH:13]=2)[CH2:9][CH2:10]1 |f:0.1,3.4|. Reported procedure: Under a nitrogen atmosphere 0.34 g sodium cyanoborohydride were added batchwise to 0.60 g (4.5 mmol) 5-hydroxyindole in 5.0 mL glacial acetic acid and the mixture was stirred for 60 min at RT. Then the reaction mixture was poured onto a 4N aqueous sodium hydroxide solution and extracted with EtOAc. The combined organic phases were washed several times with saturated sodium hydrogen carbonate solution, dried on sodium sulphate and evaporated down. Starting materials: COc1ccc(Cl)c(C(C)=O)c1, Cl, O, c1ccncc1. The product is CC(=O)c1cc(O)ccc1Cl. Reaction SMILES: [C:1]([CH3:2])(=[O:3])[c:4]1[cH:5][c:6]([O:11][CH3:12])[cH:7][cH:8][c:9]1[Cl:10].[ClH:13].[OH2:20].[n:14]1[cH:15][cH:16][cH:17][cH:18][cH:19]1>>[C:1]([CH3:2])(=[O:3])[c:4]1[cH:5][c:6]([OH:11])[cH:7][cH:8][c:9]1[Cl:10]. Reactants: N#Cc1cc(F)cc(Br)c1, C=C(OCC)[Sn](CCCC)(CCCC)CCCC, Cc1ccccc1, O=C(C=Cc1ccccc1)C=Cc1ccccc1, O=C(C=Cc1ccccc1)C=Cc1ccccc1, O=C(C=Cc1ccccc1)C=Cc1ccccc1, [Pd], [Pd]. Product: CC(=O)c1cc(F)cc(C#N)c1. As a reaction SMILES: [Br:1][c:2]1[cH:3][c:4]([C:9]#[N:10])[cH:5][c:6]([F:8])[cH:7]1.[CH2:11]([CH3:12])[O:13][C:14]([Sn:15]([CH2:16][CH2:17][CH2:18][CH3:19])([CH2:20][CH2:21][CH2:22][CH3:23])[CH2:24][CH2:25][CH2:26][CH3:27])=[CH2:28].[CH3:29][c:30]1[cH:31][cH:32][cH:33][cH:34][cH:35]1.[O:38]=[C:39]([CH:40]=[CH:41][c:42]1[cH:43][cH:44][cH:45][cH:46][cH:47]1)[CH:48]=[CH:49][c:50]1[cH:51][cH:52][cH:53][cH:54][cH:55]1.[O:56]=[C:57]([CH:58]=[CH:59][c:60]1[cH:61][cH:62][cH:63][cH:64][cH:65]1)[CH:66]=[CH:67][c:68]1[cH:69][cH:70][cH:71][cH:72][cH:73]1.[O:74]=[C:75]([CH:76]=[CH:77][c:78]1[cH:79][cH:80][cH:81][cH:82][cH:83]1)[CH:84]=[CH:85][c:86]1[cH:87][cH:88][cH:89][cH:90][cH:91]1.[Pd:36].[Pd:37]>>[c:2]1([C:11]([CH3:12])=[O:13])[cH:3][c:4]([C:9]#[N:10])[cH:5][c:6]([F:8])[cH:7]1.